This data is from the Open Reaction Database (ORD), a public repository of structured organic reaction records. The task is: describe an organic reaction: reactants, conditions, products, and yield Starting materials: COC(OC)N(C)C, Cc1ccccc1, CCN(C(C)C)C(C)C, Cl, Cc1ccnc(S)n1. The product is CSc1nccc(C)n1. RXN SMILES: [CH3:19][O:20][CH:21]([O:22][CH3:23])[N:24]([CH3:25])[CH3:26].[CH3:27][c:28]1[cH:29][cH:30][cH:31][cH:32][cH:33]1.[CH:10]([N:11]([CH:12]([CH3:13])[CH3:14])[CH2:15][CH3:16])([CH3:17])[CH3:18].[ClH:1].[SH:2][c:3]1[n:4][cH:5][cH:6][c:7]([CH3:9])[n:8]1>>[S:2]([c:3]1[n:4][cH:5][cH:6][c:7]([CH3:9])[n:8]1)[CH3:10].